This data is from the Open Reaction Database (ORD), a public repository of structured organic reaction records. The task is: describe an organic reaction: reactants, conditions, products, and yield The reactants are [Br-], CC(C)(C)[O-], C[P+](c1ccccc1)(c1ccccc1)c1ccccc1, [Cl-], [K+], [NH4+], C1CCOC1, CC(C)(C)OC(=O)N1CCC(=O)CC1. Product: C=C1CCN(C(=O)OC(C)(C)C)CC1. RXN SMILES: [Br-:23].[CH3:1][C:2]([CH3:3])([O-:4])[CH3:5].[CH3:24][P+:25]([c:26]1[cH:27][cH:28][cH:29][cH:30][cH:31]1)([c:32]1[cH:33][cH:34][cH:35][cH:36][cH:37]1)[c:38]1[cH:39][cH:40][cH:41][cH:42][cH:43]1.[Cl-:21].[K+:6].[NH4+:22].[O:44]1[CH2:45][CH2:46][CH2:47][CH2:48]1.[O:7]=[C:8]1[CH2:9][CH2:10][N:11]([C:14](=[O:15])[O:16][C:17]([CH3:18])([CH3:19])[CH3:20])[CH2:12][CH2:13]1>>[CH2:1]=[C:8]1[CH2:9][CH2:10][N:11]([C:14](=[O:15])[O:16][C:17]([CH3:18])([CH3:19])[CH3:20])[CH2:12][CH2:13]1. The reactants are C(C1=CC=CC=C1)(=O)N1CC=2N(C=3C=CC=CC3C(C2C1)=O)C (2-benzoyl-1,2,3,4-tetrahydro-4-methyl-9H-pyrrolo[3,4-b]quinolin-9-one), [OH-].[K+] (potassium hydroxide), C(C)O (ethanol). The solvent is CCOCC (ether), O (water), O (water). The product is CN1C2=C(C(C=3C=CC=CC13)=O)CNC2 (1,2,3,4-tetrahydro-4-methyl-9H-pyrrolo[3,4-b]quinolin-9-one). As a reaction SMILES: C([N:9]1[CH2:21][C:20]2[C:19](=[O:22])[C:18]3[CH:17]=[CH:16][CH:15]=[CH:14][C:13]=3[N:12]([CH3:23])[C:11]=2[CH2:10]1)(=O)C1C=CC=CC=1.[OH-].[K+].C(O)C>CCOCC.O>[CH3:23][N:12]1[C:13]2[CH:14]=[CH:15][CH:16]=[CH:17][C:18]=2[C:19](=[O:22])[C:20]2[CH2:21][NH:9][CH2:10][C:11]1=2 |f:1.2|. Reported procedure: A mixture of 10 g of 2-benzoyl-1,2,3,4-tetrahydro-4-methyl-9H-pyrrolo[3,4-b]quinolin-9-one, 10 g of potassium hydroxide, 10 ml of water and 100 ml of ethanol is heated at reflux for 17 hours, cooled, diluted with 50 ml each of ether and water and filtered. The recrystallisation of the residue from methanol and ether yields 1,2,3,4-tetrahydro-4-methyl-9H-pyrrolo[3,4-b]quinolin-9-one. M.P. 209°-213° (decomposition).